Dataset: the Open Reaction Database (ORD), a public repository of structured organic reaction records. Task: describe an organic reaction: reactants, conditions, products, and yield Reactants: CC(=O)O, CCOC(C)=O, O=[N+]([O-])O, COc1cc(C(=O)CCCc2ccccc2)ccc1O. Yields the product COc1cc(C(=O)CCCc2ccccc2)cc([N+](=O)[O-])c1O. As a reaction SMILES: [CH3:25][C:26](=[O:27])[OH:28].[CH3:29][CH2:30][O:31][C:32](=[O:33])[CH3:34].[OH:1][N+:2]([O-:3])=[O:4].[OH:5][c:6]1[c:7]([O:23][CH3:24])[cH:8][c:9]([C:12]([CH2:13][CH2:14][CH2:15][c:16]2[cH:17][cH:18][cH:19][cH:20][cH:21]2)=[O:22])[cH:10][cH:11]1>>[O-:1][N+:2](=[O:4])[c:11]1[c:6]([OH:5])[c:7]([O:23][CH3:24])[cH:8][c:9]([C:12]([CH2:13][CH2:14][CH2:15][c:16]2[cH:17][cH:18][cH:19][cH:20][cH:21]2)=[O:22])[cH:10]1. Reactants: O=C(n1ccnc1)n1ccnc1, CCOC(=O)CC(=O)[O-], CC#N, [Cl-], [Cl-], [K+], [Mg+2], O=C(O)CNC(=O)OCc1ccccc1. Yields the product CCOC(=O)CC(=O)CNC(=O)OCc1ccccc1. As a reaction SMILES: [C:16]([n:17]1[cH:18][cH:19][n:20][cH:21]1)([n:22]1[cH:23][cH:24][n:25][cH:26]1)=[O:27].[CH2:28]([CH3:29])[O:30][C:31]([CH2:32][C:33]([O-:34])=[O:35])=[O:36].[CH3:41][C:42]#[N:43].[Cl-:38].[Cl-:40].[K+:37].[Mg+2:39].[OH:1][C:2](=[O:3])[CH2:4][NH:5][C:6](=[O:7])[O:8][CH2:9][c:10]1[cH:11][cH:12][cH:13][cH:14][cH:15]1>>[C:2](=[O:3])([CH2:4][NH:5][C:6](=[O:7])[O:8][CH2:9][c:10]1[cH:11][cH:12][cH:13][cH:14][cH:15]1)[CH2:32][C:31]([O:30][CH2:28][CH3:29])=[O:36]. The reactants are C1(CCCCC1)N1N=C(C=C1CC1=CC=C(C#N)C=C1)C1=CC=C(C=C1)OC(F)(F)F (4-({1-cyclohexyl-3-[4-(trifluoromethoxy)phenyl]-1H-pyrazol-5-yl}methyl)benzonitrile), O (water), [OH-].[K+] (potassium hydroxide). The solvent is C(C)O (ethanol). Yields the product C1(CCCCC1)N1N=C(C=C1CC1=CC=C(C(=O)O)C=C1)C1=CC=C(C=C1)OC(F)(F)F (4-({1-Cyclohexyl-3-[4-(trifluoromethoxy)phenyl]-1H-pyrazol-5-yl}methyl)benzoic acid). RXN SMILES: [CH:1]1([N:7]2[C:11]([CH2:12][C:13]3[CH:20]=[CH:19][C:16]([C:17]#N)=[CH:15][CH:14]=3)=[CH:10][C:9]([C:21]3[CH:26]=[CH:25][C:24]([O:27][C:28]([F:31])([F:30])[F:29])=[CH:23][CH:22]=3)=[N:8]2)[CH2:6][CH2:5][CH2:4][CH2:3][CH2:2]1.[OH2:32].[OH-:33].[K+]>C(O)C>[CH:1]1([N:7]2[C:11]([CH2:12][C:13]3[CH:20]=[CH:19][C:16]([C:17]([OH:33])=[O:32])=[CH:15][CH:14]=3)=[CH:10][C:9]([C:21]3[CH:26]=[CH:25][C:24]([O:27][C:28]([F:29])([F:30])[F:31])=[CH:23][CH:22]=3)=[N:8]2)[CH2:2][CH2:3][CH2:4][CH2:5][CH2:6]1 |f:2.3|. Procedure details: To a mixture of 0.395 g 4-({1-cyclohexyl-3-[4-(trifluoromethoxy)phenyl]-1H-pyrazol-5-yl}methyl)benzonitrile from Step A above in 9 mL ethanol and 3 mL water was added 0.80 g potassium hydroxide pellets. The resulting solution was refluxed under nitrogen over night. Ethanol was removed under reduced pressure. The product was precipitated by adding 14 mL 1 N HCl to the residue. The title compound was collected by filtrated, washed with water several times, and dried to give a off-white solid. 1H N... Starting materials: FC(COC1=C(C=CC=C1)N1CCNCC1)(F)F (1-[2-(2,2,2-trifluoroethoxy)phenyl]piperazine), ClCCCN1C(NC=C(C1=O)C(F)(F)F)=O (3-(3-chloropropyl)-5-trifluoromethyl-2,4(1H,3H)-pyrimidinedione). Yields the product Cl.FC(COC1=C(C=CC=C1)N1CCN(CC1)CCCN1C(NC=C(C1=O)C(F)(F)F)=O)(F)F (3-(3-{4-[2-(2,2,2-trifluoroethoxy)phenyl]piperazin-1-yl}propyl)-5-trifluoromethyl-2,4(1H,3H)-pyrimidinedione hydrochloride). As a reaction SMILES: [F:1][C:2]([F:18])([F:17])[CH2:3][O:4][C:5]1[CH:10]=[CH:9][CH:8]=[CH:7][C:6]=1[N:11]1[CH2:16][CH2:15][NH:14][CH2:13][CH2:12]1.[Cl:19][CH2:20][CH2:21][CH2:22][N:23]1[C:28](=[O:29])[C:27]([C:30]([F:33])([F:32])[F:31])=[CH:26][NH:25][C:24]1=[O:34]>>[ClH:19].[F:18][C:2]([F:1])([F:17])[CH2:3][O:4][C:5]1[CH:10]=[CH:9][CH:8]=[CH:7][C:6]=1[N:11]1[CH2:16][CH2:15][N:14]([CH2:20][CH2:21][CH2:22][N:23]2[C:28](=[O:29])[C:27]([C:30]([F:33])([F:32])[F:31])=[CH:26][NH:25][C:24]2=[O:34])[CH2:13][CH2:12]1 |f:2.3|. Procedure details: substituting 1-[2-(2,2,2-trifluoroethoxy)phenyl]piperazine and 3-(3-chloropropyl)-5-trifluoromethyl-2,4(1H,3H)-pyrimidinedione gave 3-(3-{4-[2-(2,2,2-trifluoroethoxy)phenyl]piperazin-1-yl}propyl)-5-trifluoromethyl-2,4(1H,3H)-pyrimidinedione hydrochloride, m.p. 225°-226° C.; Anal.: Calcd. for C20H22F6N4O3.(HCl)2 : C, 43.061; H, 4.43; N, 10.04%; Found: C, 43.12; H, 4.59; N, 9.81%; Starting materials: CCN(C(C)C)C(C)C (DIPEA), C1(=CC=CC=C1)C1=CC(=NN1)C(=O)NCC(=O)O ([(5-phenyl-1H-pyrazole-3-carbonyl)-amino]-acetic acid), CCN=C=NCCCN(C)C.Cl (EDCI.HCl), Cl.N1CCC(CC1)OC=1C=NC=C(C1)C(F)(F)F (3-(piperidin-4-yloxy)-5-trifluoromethyl-pyridine hydrochloride), C=1C=CC2=C(C1)N=NN2O (HOBt), Intermediate 15. Run in CN(C)C=O (DMF), O (water). Conditions: time 8 hour. Product: O=C(CNC(=O)C1=NNC(=C1)C1=CC=CC=C1)N1CCC(CC1)OC=1C=NC=C(C1)C(F)(F)F (5-phenyl-1H-pyrazole-3-carboxylic acid {2-oxo-2-[4-(5-trifluoromethyl-pyridin-3-yloxy)-piperidin-1-yl]-ethyl}-amide). The yield is 45.9%. Reaction SMILES: CCN(C(C)C)C(C)C.[C:10]1([C:16]2[NH:20][N:19]=[C:18]([C:21]([NH:23][CH2:24][C:25]([OH:27])=O)=[O:22])[CH:17]=2)[CH:15]=[CH:14][CH:13]=[CH:12][CH:11]=1.C1C=CC2N(O)N=NC=2C=1.CCN=C=NCCCN(C)C.Cl.Cl.[NH:51]1[CH2:56][CH2:55][CH:54]([O:57][C:58]2[CH:59]=[N:60][CH:61]=[C:62]([C:64]([F:67])([F:66])[F:65])[CH:63]=2)[CH2:53][CH2:52]1>CN(C=O)C.O>[O:27]=[C:25]([N:51]1[CH2:52][CH2:53][CH:54]([O:57][C:58]2[CH:59]=[N:60][CH:61]=[C:62]([C:64]([F:66])([F:65])[F:67])[CH:63]=2)[CH2:55][CH2:56]1)[CH2:24][NH:23][C:21]([C:18]1[CH:17]=[C:16]([C:10]2[CH:11]=[CH:12][CH:13]=[CH:14][CH:15]=2)[NH:20][N:19]=1)=[O:22] |f:3.4,5.6|. Reported procedure: DIPEA (140 mg, 1.1 mmol) was added to a stirred solution of [(5-phenyl-1H-pyrazole-3-carbonyl)-amino]-acetic acid (87 mg, 0.35 mmol) in DMF (2 mL) followed by HOBt (47 mg, 0.35 mmol) and EDCI.HCl (73 mg, 0.38 mmol). After 2 minutes 3-(piperidin-4-yloxy)-5-trifluoromethyl-pyridine hydrochloride (100 mg, 0.35 mmol) (prepared by method used for the synthesis of Intermediate 15) was added to the reaction mixture and stirring was continued at ambient temperature overnight. The reaction mixture was di... Reactants: C([O-])([O-])=O.[Cs+].[Cs+] (Cesium carbonate), BrC=1C=C2C=CNC(C2=CC1)=O (6-Bromo-2H-isoquinolin-1-one), BrCC1CC1 ((bromomethyl)cyclopropane). Solvent: O (water). Run at temperature 50 celsius. Yields the product BrC=1C=C2C=CN(C(C2=CC1)=O)CC1CC1 (6-Bromo-2-cyclopropylmethyl-2H-isoquinolin-1-one). Reaction SMILES: C(=O)([O-])[O-].[Cs+].[Cs+].[Br:7][C:8]1[CH:9]=[C:10]2[C:15](=[CH:16][CH:17]=1)[C:14](=[O:18])[NH:13][CH:12]=[CH:11]2.Br[CH2:20][CH:21]1[CH2:23][CH2:22]1>O>[Br:7][C:8]1[CH:9]=[C:10]2[C:15](=[CH:16][CH:17]=1)[C:14](=[O:18])[N:13]([CH2:20][CH:21]1[CH2:23][CH2:22]1)[CH:12]=[CH:11]2 |f:0.1.2|. Procedure details: Cesium carbonate (2.62 g), intermediate 1 (1.5 g) and (bromomethyl)cyclopropane (0.8 mL) were stirred and heated at 50° C. for 4 hours. The mixture was allowed to cool then poured into water and extracted with ethyl acetate. The organic extracts were combined dried and evaporated under reduced pressure. The residue was triturated with ether and the sub-titled compound isolated by filtration (1.0 g). Starting materials: ClC1=CC=C(C=C1)N1C(OC(C1)COC1=CC=C(C=C1)CCC(=O)OC)=O (methyl 3-{4-[3-(4-chlorophenyl)-2-oxooxazolidin-5-yl]methoxyphenyl}propionate), C1(=CC=CC=C1)N1C(OC(C1)COC1=CC=C(C=C1)CCC(=O)OC)=O (methyl 3-[4-(3-phenyl-2-oxooxazolidin-5-yl)methoxyphenyl]propionate), C1(=CC=CC=C1)N1C(OC(C1)COC1=CC=C(C=C1)CCC(=O)OC)=O (methyl 3-[4-(3-phenyl-2-oxooxazolidin-5-yl)methoxyphenyl]propionate). Yields the product C1(=CC=CC=C1)N1C(OC(C1)COC1=CC=C(C=C1)CCCO)=O (3-[4-(3-phenyl-2-oxooxazolidin-5-yl)methoxyphenyl]propyl alcohol), compound 195. The yield is 48.0%. Reaction SMILES: [C:1]1([N:7]2[CH2:11][CH:10]([CH2:12][O:13][C:14]3[CH:19]=[CH:18][C:17]([CH2:20][CH2:21][C:22](OC)=[O:23])=[CH:16][CH:15]=3)[O:9][C:8]2=[O:26])[CH:6]=[CH:5][CH:4]=[CH:3][CH:2]=1.ClC1C=CC(N2CC(COC3C=CC(CCC(OC)=O)=CC=3)OC2=O)=CC=1>>[C:1]1([N:7]2[CH2:11][CH:10]([CH2:12][O:13][C:14]3[CH:15]=[CH:16][C:17]([CH2:20][CH2:21][CH2:22][OH:23])=[CH:18][CH:19]=3)[O:9][C:8]2=[O:26])[CH:2]=[CH:3][CH:4]=[CH:5][CH:6]=1. Procedure details: The same procedure of Example 34 was repeated except that methyl 3-[4-(3-phenyl-2-oxooxazolidin-5-yl)methoxyphenyl]propionate (compound 189) obtained in Example 31 was used in lieu of methyl 3-{4-[3-(4-chlorophenyl)-2-oxooxazolidin-5-yl]methoxyphenyl}propionate to give the title compound (compound 195) in a yield of 48%.